Dataset: the Open Reaction Database (ORD), a public repository of structured organic reaction records. Task: describe an organic reaction: reactants, conditions, products, and yield Reactants: ClC=1C=CC2=C(C=C(O2)\C(=C/C(=O)OCC)\C2=CC=CC=C2)C1 ((Z)-ethyl 3-(5-chloro-2-benzofuranyl)-3-phenylacrylate), ClC=1C=CC2=C(C=C(O2)/C(=C/C(=O)OCC)/C2=CC=CC=C2)C1 ((E)-ethyl 3-(5-chloro-2-benzofuranyl)-3-phenylacrylate), ClC=1C=CC2=C(C=C(O2)\C(=C/C(=O)O)\C2=CC=CC=C2)C1 ((Z)-3-(5-chloro-2-benzofuranyl)-3-phenylacrylic acid). Yields the product ClC=1C=CC2=C(C=C(O2)/C(=C/C(=O)O)/C2=CC=CC=C2)C1 ((E)-3-(5-chloro-2-benzofuranyl)-3-phenylacrylic acid). RXN SMILES: [Cl:1][C:2]1[CH:3]=[CH:4][C:5]2[O:9][C:8](/[C:10](/[C:17]3[CH:22]=[CH:21][CH:20]=[CH:19][CH:18]=3)=[CH:11]\[C:12]([O:14]CC)=[O:13])=[CH:7][C:6]=2[CH:23]=1.ClC1C=CC2OC(/C(/C3C=CC=CC=3)=C/C(OCC)=O)=CC=2C=1.ClC1C=CC2OC(/C(/C3C=CC=CC=3)=C\C(O)=O)=CC=2C=1>>[Cl:1][C:2]1[CH:3]=[CH:4][C:5]2[O:9][C:8](/[C:10](/[C:17]3[CH:22]=[CH:21][CH:20]=[CH:19][CH:18]=3)=[CH:11]/[C:12]([OH:14])=[O:13])=[CH:7][C:6]=2[CH:23]=1. Procedure: By a procedure similar to that of example 1.85.4, starting from a mixture of (Z)-ethyl 3-(5-chloro-2-benzofuranyl)-3-phenylacrylate and (E)-ethyl 3-(5-chloro-2-benzofuranyl)-3-phenylacrylate, a mixture of (Z)-3-(5-chloro-2-benzofuranyl)-3-phenylacrylic acid and (E)-3-(5-chloro-2-benzofuranyl)-3-phenylacrylic acid was obtained as yellowish solid. The reactants are O (Water), [OH-].[Na+] (NaOH), CN(CC(=O)N1CCC2=CC(=C(C=C12)NC=1N=C(C2=C(N1)N(C=C2)S(=O)(=O)C2=CC=C(C=C2)C)NC2=C(C(=O)NC(C)C)C(=CC=C2)F)OC)C (2-({2-{[1-(N,N-dimethylglycyl)-5-(methyloxy)-2,3-dihydro-1H-indol-6-yl]amino}-7-[(4-methylphenyl)sulfonyl]-7H-pyrrolo[2,3-d]pyrimidin-4-yl}amino)-6-fluoro-N-(1-methylethyl)benzamide). Solvent: C(C)(=O)OCC (ethyl acetate), O1CCOCC1 (1,4-dioxane). Run at temperature 120 celsius. The product is CN(CC(=O)N1CCC2=CC(=C(C=C12)NC1=NC(=C2C(N1)=NC=C2)NC2=C(C(=O)NC(C)C)C(=CC=C2)F)OC)C (2-[(2-{[1-(N,N-dimethylglycyl)-5-(methyloxy)-2,3-dihydro-1H-indol-6-yl]amino}-1H-pyrrolo[2,3-d]pyrimidin-4-yl)amino]-6-fluoro-N-(1-methylethyl)benzamide). Isolated yield 72.8%. RXN SMILES: [CH3:1][N:2]([CH3:51])[CH2:3][C:4]([N:6]1[C:14]2[C:9](=[CH:10][C:11]([O:49][CH3:50])=[C:12]([NH:15][C:16]3[N:17]=[C:18]([NH:35][C:36]4[CH:47]=[CH:46][CH:45]=[C:44]([F:48])[C:37]=4[C:38]([NH:40][CH:41]([CH3:43])[CH3:42])=[O:39])[C:19]4[CH:24]=[CH:23][N:22](S(C5C=CC(C)=CC=5)(=O)=O)[C:20]=4[N:21]=3)[CH:13]=2)[CH2:8][CH2:7]1)=[O:5].O.[OH-].[Na+]>O1CCOCC1.C(OCC)(=O)C>[CH3:51][N:2]([CH3:1])[CH2:3][C:4]([N:6]1[C:14]2[C:9](=[CH:10][C:11]([O:49][CH3:50])=[C:12]([NH:15][C:16]3[NH:21][C:20]4=[N:22][CH:23]=[CH:24][C:19]4=[C:18]([NH:35][C:36]4[CH:47]=[CH:46][CH:45]=[C:44]([F:48])[C:37]=4[C:38]([NH:40][CH:41]([CH3:43])[CH3:42])=[O:39])[N:17]=3)[CH:13]=2)[CH2:8][CH2:7]1)=[O:5] |f:2.3|. Procedure: 2-({2-{[1-(N,N-dimethylglycyl)-5-(methyloxy)-2,3-dihydro-1H-indol-6-yl]amino}-7-[(4-methylphenyl)sulfonyl]-7H-pyrrolo[2,3-d]pyrimidin-4-yl}amino)-6-fluoro-N-(1-methylethyl)benzamide (210 mg, 0.294 mmol) was dissolved in 1,4-dioxane (10 mL) and transferred to a 20 ml microwave vessel. Water (3 mL) and a solution of 6M NaOH (3 ml) was added and reaction heated in microwave at 120° C. for 10 minutes. Resulting brown solution was diluted with ethyl acetate and washed with a saturated sodium bicarbon... Reactants: C(=O)C1=C(C=C(C#N)C=C1)OC (4-Formyl-3-methoxybenzonitrile), O=C(CC(=O)OCCC#N)C (2-cyanoethyl 3-oxobutanoate), C(C)(=O)O (acetic acid), N1CCCCC1 (piperidine). Solvent: ClCCl (dichloromethane). Yields the product C(#N)C1=CC(=C(C=C(C(=O)OCCC#N)C(C)=O)C=C1)OC (2-Cyanoethyl 2-(4-cyano-2-methoxybenzylidene)-3-oxobutanoate). Reaction SMILES: [CH:1]([C:3]1[CH:10]=[CH:9][C:6]([C:7]#[N:8])=[CH:5][C:4]=1[O:11][CH3:12])=O.[O:13]=[C:14]([CH3:23])[CH2:15][C:16]([O:18][CH2:19][CH2:20][C:21]#[N:22])=[O:17].C(O)(=O)C.N1CCCCC1>ClCCl>[C:7]([C:6]1[CH:9]=[CH:10][C:3]([CH:1]=[C:15]([C:14](=[O:13])[CH3:23])[C:16]([O:18][CH2:19][CH2:20][C:21]#[N:22])=[O:17])=[C:4]([O:11][CH3:12])[CH:5]=1)#[N:8]. Procedure: 3.00 g (18.62 mmol) of the compound from Example 10A, 3.18 g (20.48 mmol) of 2-cyanoethyl 3-oxobutanoate [Yamamoto, T., et al., Bioorg. Med. Chem. Lett. 16, 798-802 (2006)], 213 μl (3.72 mmol) of acetic acid and 368 μl (3.72 mmol) of piperidine are dissolved in 50 ml of anhydrous dichloromethane and stirred under reflux with a water trap overnight. The volatile components are then removed in a rotary evaporator, and the residue is purified by column chromatography (silica gel; mobile phase: grad... Starting materials: Cl.C1(CC1)COC1=C(C=CC(=C1)OC)C=1C2=C(N=CN1)C(=C(N2)C)C(=O)N[C@H]2CNCC2 (4-[2-(cyclopropylmethoxy)-4-methoxyphenyl]-6-methyl-N-[(3R)-pyrrolidin-3-yl]-5H-pyrrolo[3,2-d]pyrimidine-7-carboxamide hydrochloride), C(C)(=O)OCC(=O)Cl (2-chloro-2-oxoethyl acetate). The product is C1(CC1)COC1=C(C=CC(=C1)OC)C=1C2=C(N=CN1)C(=C(N2)C)C(=O)N[C@H]2CN(CC2)C(CO)=O (4-[2-(Cyclopropylmethoxy)-4-methoxyphenyl]-N-[(3R)-1-glycoloylpyrrolidin-3-yl]-6-methyl-5H-pyrrolo[3,2-d]pyrimidine-7-carboxamide). As a reaction SMILES: Cl.[CH:2]1([CH2:5][O:6][C:7]2[CH:12]=[C:11]([O:13][CH3:14])[CH:10]=[CH:9][C:8]=2[C:15]2[C:16]3[NH:23][C:22]([CH3:24])=[C:21]([C:25]([NH:27][C@@H:28]4[CH2:32][CH2:31][NH:30][CH2:29]4)=[O:26])[C:17]=3[N:18]=[CH:19][N:20]=2)[CH2:4][CH2:3]1.C([O:36][CH2:37][C:38](Cl)=[O:39])(=O)C>>[CH:2]1([CH2:5][O:6][C:7]2[CH:12]=[C:11]([O:13][CH3:14])[CH:10]=[CH:9][C:8]=2[C:15]2[C:16]3[NH:23][C:22]([CH3:24])=[C:21]([C:25]([NH:27][C@@H:28]4[CH2:32][CH2:31][N:30]([C:37](=[O:36])[CH2:38][OH:39])[CH2:29]4)=[O:26])[C:17]=3[N:18]=[CH:19][N:20]=2)[CH2:4][CH2:3]1 |f:0.1|. Reported procedure: Starting from 4-[2-(cyclopropylmethoxy)-4-methoxyphenyl]-6-methyl-N-[(3R)-pyrrolidin-3-yl]-5H-pyrrolo[3,2-d]pyrimidine-7-carboxamide hydrochloride (example D.f21) and commercially available 2-chloro-2-oxoethyl acetate the title compound is obtained as colorless solid.